From a dataset of the Open Reaction Database (ORD), a public repository of structured organic reaction records. describe an organic reaction: reactants, conditions, products, and yield Reactants: ClC1=NC(=CC(=C1)C=O)C (2-Chloro-6-methyl-pyridine-4-carbaldehyde), C(C)(C)(C)NC([O-])=O (tert-butylcarbamate), C([O-])([O-])=O.[Cs+].[Cs+] (cesium carbonate), CC1(C2=C(C(=CC=C2)P(C3=CC=CC=C3)C4=CC=CC=C4)OC5=C(C=CC=C51)P(C6=CC=CC=C6)C7=CC=CC=C7)C (Xantphos). Reagents/catalysts: C=1C=CC(=CC1)/C=C/C(=O)/C=C/C2=CC=CC=C2.C=1C=CC(=CC1)/C=C/C(=O)/C=C/C2=CC=CC=C2.C=1C=CC(=CC1)/C=C/C(=O)/C=C/C2=CC=CC=C2.[Pd].[Pd] (tris(dibenzylideneacetone)dipalladium(0)). The solvent is O1CCOCC1 (dioxane), O (water). Conditions: temperature 80 celsius. Product: C(=O)C1=CC(=NC(=C1)C)NC(OC(C)(C)C)=O (tert-butyl 4-formyl-6-methylpyridin-2-ylcarbamate). As a reaction SMILES: Cl[C:2]1[CH:7]=[C:6]([CH:8]=[O:9])[CH:5]=[C:4]([CH3:10])[N:3]=1.C([NH:15][C:16](=[O:18])[O-:17])(C)(C)C.C(=O)([O-])[O-].[Cs+].[Cs+].[CH3:25][C:26]1(C)[C:52]2C(=C(P(C3C=CC=CC=3)C3C=CC=CC=3)C=CC=2)OC2C(P(C3C=CC=CC=3)C3C=CC=CC=3)=CC=C[C:27]1=2>O1CCOCC1.O.C1C=CC(/C=C/C(/C=C/C2C=CC=CC=2)=O)=CC=1.C1C=CC(/C=C/C(/C=C/C2C=CC=CC=2)=O)=CC=1.C1C=CC(/C=C/C(/C=C/C2C=CC=CC=2)=O)=CC=1.[Pd].[Pd]>[CH:8]([C:6]1[CH:5]=[C:4]([CH3:10])[N:3]=[C:2]([NH:15][C:16](=[O:18])[O:17][C:26]([CH3:52])([CH3:27])[CH3:25])[CH:7]=1)=[O:9] |f:2.3.4,8.9.10.11.12|. Reported procedure: 2-Chloro-6-methyl-pyridine-4-carbaldehyde (13-2, 0.609 g, 3.91 mmol), tert-butylcarbamate (0.550 g, 4.70 mmol), cesium carbonate (1.91 g, 5.87 mmol), tris(dibenzylideneacetone)dipalladium(0) (0.036 g, 0.040 mmol) and Xantphos (0.068 g, 0.030 mmol) were stirred in 10 mL of anhydrous dioxane under N2. The reaction was heated to 80° C. and after 18 hours the reaction was cooled to room temperature. The mixture was diluted with water and extracted 3× with EtOAc. The extracts were dried over Na2SO4, ... Reactants: COC1=C(C(=O)O)C=CC(=C1)OC1CCN(CC1)C(=O)OC(C)(C)C (2-Methoxy-4-(1-Boc-4-piperidyloxy)benzoic acid), Cl (HCl). The solvent is C(C)(=O)OCC (ethyl acetate). Conditions: time 30 minute. Yields the product COC1=C(C(=O)O)C=CC(=C1)OC1CCNCC1 (2-methoxy-4-(4-piperidyloxy)benzoic acid). As a reaction SMILES: [CH3:1][O:2][C:3]1[CH:11]=[C:10]([O:12][CH:13]2[CH2:18][CH2:17][N:16](C(OC(C)(C)C)=O)[CH2:15][CH2:14]2)[CH:9]=[CH:8][C:4]=1[C:5]([OH:7])=[O:6].Cl>C(OCC)(=O)C>[CH3:1][O:2][C:3]1[CH:11]=[C:10]([O:12][CH:13]2[CH2:18][CH2:17][NH:16][CH2:15][CH2:14]2)[CH:9]=[CH:8][C:4]=1[C:5]([OH:7])=[O:6]. Procedure: 2-Methoxy-4-(1-Boc-4-piperidyloxy)benzoic acid (0.79 g, 2.24 mmol) was dissolved in ethyl acetate (15 ml). The solution was cooled in ice and saturated with HCl gas, then stirred 30 min in the cold. The mixture was evaporated in vacuo and the residue concentrated from ether three times to give 2-methoxy-4-(4-piperidyloxy)benzoic acid. The reactants are O (water), O (water), CC(CCC1N(CCC(C1)CO)C(=O)OC)(C)C (Methyl 2-(3,3-dimethylbutyl)-4-(hydroxymethyl)piperidine-1-carboxylate), [Na] (Sodium). The reagents and catalysts are [Ru](Cl)(Cl)Cl (ruthenium (III) chloride). Solvent: C(Cl)Cl (DCM), C(Cl)(Cl)(Cl)Cl (CCl4), C(C)#N (acetonitrile). Conditions: time 50 minute. Yields the product CC(CCC1N(CCC(C1)C(=O)O)C(=O)OC)(C)C (2-(3,3-dimethylbutyl)-1-(methoxycarbonyl)piperidine-4-carboxylic acid). Yield: 94.0%. As a reaction SMILES: [CH3:1][C:2]([CH3:18])([CH3:17])[CH2:3][CH2:4][CH:5]1[CH2:10][CH:9]([CH2:11][OH:12])[CH2:8][CH2:7][N:6]1[C:13]([O:15][CH3:16])=[O:14].[Na].[OH2:20]>C(Cl)(Cl)(Cl)Cl.C(#N)C.C(Cl)Cl.[Ru](Cl)(Cl)Cl>[CH3:1][C:2]([CH3:18])([CH3:17])[CH2:3][CH2:4][CH:5]1[CH2:10][CH:9]([C:11]([OH:20])=[O:12])[CH2:8][CH2:7][N:6]1[C:13]([O:15][CH3:16])=[O:14] |^1:18|. Procedure: Methyl 2-(3,3-dimethylbutyl)-4-(hydroxymethyl)piperidine-1-carboxylate (2.44 g, 9.49 mmol) was dissolved in CCl4 (20 mL) and acetonitrile (20 mL). Sodium periodiate (6.09 g, 28.5 mmol) was added followed by water (30 mL) and ruthenium (III) chloride (43 mg, 0.21 mmol). The resulting suspension was stirred at room temperature for 3 h 50 min. The reaction mixture was diluted with DCM (100 mL) and water (100 mL). The aqueous layer was extracted with DCM (×3) and the combined organic phase passed th... Reactants: OC1(CC=C(C(=O)C2=CC=CC=C2)C=C1)O (4,4-dihydroxybenzophenone), BrCCCCCCCCCCCCOCCCCCCCCCCCCCCCCCCCCCC (1-(12-bromododecyloxy)docosane), C([O-])([O-])=O.[K+].[K+] (potassium carbonate), Cl (hydrochloric acid). The solvent is CN(C)C=O (DMF), C(Cl)(Cl)Cl (chloroform). Reaction conditions: temperature 90 celsius, time 8 hour. Yields the product C(CCCCCCCCCCCCCCCCCCCCC)OCCCCCCCCCCCCOC1(CC=C(C(=O)C2=CC=CC=C2)C=C1)OCCCCCCCCCCCCOCCCCCCCCCCCCCCCCCCCCCC (4,4-di(12-docosoxydodecyloxy)benzophenone). Yield: 94.8%. RXN SMILES: [OH:1][C:2]1([OH:16])[CH:15]=[CH:14][C:5]([C:6]([C:8]2[CH:13]=[CH:12][CH:11]=[CH:10][CH:9]=2)=[O:7])=[CH:4][CH2:3]1.Br[CH2:18][CH2:19][CH2:20][CH2:21][CH2:22][CH2:23][CH2:24][CH2:25][CH2:26][CH2:27][CH2:28][CH2:29][O:30][CH2:31][CH2:32][CH2:33][CH2:34][CH2:35][CH2:36][CH2:37][CH2:38][CH2:39][CH2:40][CH2:41][CH2:42][CH2:43][CH2:44][CH2:45][CH2:46][CH2:47][CH2:48][CH2:49][CH2:50][CH2:51][CH3:52].[C:53](=[O:56])([O-])[O-].[K+].[K+].Cl>C(Cl)(Cl)Cl.CN(C=O)C>[CH2:31]([O:30][CH2:29][CH2:28][CH2:27][CH2:26][CH2:25][CH2:24][CH2:23][CH2:22][CH2:21][CH2:20][CH2:19][CH2:18][O:16][C:2]1([O:1][CH2:18][CH2:19][CH2:20][CH2:21][CH2:22][CH2:23][CH2:24][CH2:25][CH2:26][CH2:27][CH2:28][CH2:29][O:56][CH2:53][CH2:51][CH2:50][CH2:49][CH2:48][CH2:47][CH2:46][CH2:45][CH2:44][CH2:43][CH2:42][CH2:41][CH2:40][CH2:39][CH2:38][CH2:37][CH2:36][CH2:35][CH2:34][CH2:33][CH2:32][CH3:31])[CH:3]=[CH:4][C:5]([C:6]([C:8]2[CH:13]=[CH:12][CH:11]=[CH:10][CH:9]=2)=[O:7])=[CH:14][CH2:15]1)[CH2:32][CH2:33][CH2:34][CH2:35][CH2:36][CH2:37][CH2:38][CH2:39][CH2:40][CH2:41][CH2:42][CH2:43][CH2:44][CH2:45][CH2:46][CH2:47][CH2:48][CH2:49][CH2:50][CH2:51][CH3:52] |f:2.3.4|. Procedure: To 4,4-dihydroxybenzophenone (196 mg, 915 μmol) were added DMF (20 ml), 1-(12-bromododecyloxy)docosane (1.1 g, 1.91 mmol), and potassium carbonate (379 mg, 2.74 mmol), and the mixture was stirred at 90° C. overnight. The reaction mixture was cooled to room temperature, and 0.5N hydrochloric acid (20 ml) and chloroform (20 ml) were added. After stirring for a while, the aqueous layer was removed, and the organic layer was washed with water (10 ml)×2. The organic layer was evaporated under reduced... Solvent: CCO (EtOH). Conditions: temperature 75 celsius, time 20 minute. The product is CC1=CC(=C(C(N1)=O)C#N)CC1=CC=CC=C1 (6-methyl-2-oxo-4-(phenylmethyl)-1,2-dihydro-3-pyridinecarbonitrile), CC1=C(C(NC(=C1)CC1=CC=CC=C1)=O)C#N (4-methyl-2-oxo-6-(phenylmethyl)-1,2-dihydro-3-pyridinecarbonitrile). The reactants are N1CCCCC1 (Piperidine), O (water), C1(=CC=CC=C1)CC(CC(C)=O)=O (1-Phenyl-2,4-pentanedione), C(#N)CC(=O)N (cyanoacetamide). Procedure: 1-Phenyl-2,4-pentanedione (18.32 g, 104 mmol) and cyanoacetamide (8.74 g, 104 mmol) were dissolved in EtOH (104 mL) and heated until homogenous (ca. 75° C.). Piperidine (8.86 g, 104 mmol) was added and the reaction mixture heated at reflux for 15-30 min. followed by cooling to room temperature, during which time precipitation occurred. The heterogenous contents were filtered to give a solid which was suspended in 200 ml, water and stirred vigorously for 20 min. The heterogenous mixture was filte... The yield is 103.4%. As a reaction SMILES: [C:1]1([CH2:7][C:8](=O)[CH2:9][C:10](=O)[CH3:11])[CH:6]=[CH:5][CH:4]=[CH:3][CH:2]=1.[C:14]([CH2:16][C:17]([NH2:19])=[O:18])#[N:15].N1CCCCC1.O>CCO>[CH3:11][C:10]1[NH:19][C:17](=[O:18])[C:16]([C:14]#[N:15])=[C:8]([CH2:7][C:1]2[CH:6]=[CH:5][CH:4]=[CH:3][CH:2]=2)[CH:9]=1.[CH3:11][C:10]1[CH:9]=[C:8]([CH2:7][C:1]2[CH:6]=[CH:5][CH:4]=[CH:3][CH:2]=2)[NH:19][C:17](=[O:18])[C:16]=1[C:14]#[N:15].